From a dataset of the Open Reaction Database (ORD), a public repository of structured organic reaction records. describe an organic reaction: reactants, conditions, products, and yield The reactants are ClC1=NC(=CC(=N1)C1=CC(=C(C=C1)C(F)(F)F)C)C (2-chloro-4-(3-methyl-4-trifluoromethyl-phenyl)-6-methyl-pyrimidine), ClC1=NC=CC(=C1)B(O)O (2-chloro-pyridine-4-boronic acid). Yields the product ClC1=NC=CC(=C1)C1=NC(=CC(=N1)C)C1=CC(=C(C=C1)C(F)(F)F)C (2-(2-Chloro-pyridin-4-yl)-4-methyl-6-(3-methyl-4-trifluoromethyl-phenyl)-pyrimidine), solid. Isolated yield 22.0%. RXN SMILES: Cl[C:2]1[N:7]=[C:6]([C:8]2[CH:13]=[CH:12][C:11]([C:14]([F:17])([F:16])[F:15])=[C:10]([CH3:18])[CH:9]=2)[CH:5]=[C:4]([CH3:19])[N:3]=1.[Cl:20][C:21]1[CH:26]=[C:25](B(O)O)[CH:24]=[CH:23][N:22]=1>>[Cl:20][C:21]1[CH:26]=[C:25]([C:2]2[N:3]=[C:4]([CH3:19])[CH:5]=[C:6]([C:8]3[CH:13]=[CH:12][C:11]([C:14]([F:17])([F:16])[F:15])=[C:10]([CH3:18])[CH:9]=3)[N:7]=2)[CH:24]=[CH:23][N:22]=1. Procedure: The title compound was prepared from 2-chloro-4-(3-methyl-4-trifluoromethyl-phenyl)-6-methyl-pyrimidine (example A.40) (0.401 g, 1.4 mmol) and commercially available 2-chloro-pyridine-4-boronic acid (0.286 g, 1.82 mmol) according to the general procedure IVb. Obtained as a light brown solid (0.11 g, 22%). MS (ISP) 364.1 [(M+H)+]; mp 92° C. The reactants are CCOC(=O)COc1ccc(C(=C2CCCCCC2)c2ccc(O)cc2)cc1, C1CCOC1, CCO, Cl, [Na+], [OH-]. Product: O=C(O)COc1ccc(C(=C2CCCCCC2)c2ccc(O)cc2)cc1. As a reaction SMILES: [C:1]1(=[C:8]([c:9]2[cH:10][cH:11][c:12]([O:15][CH2:16][C:17](=[O:18])[O:19][CH2:20][CH3:21])[cH:13][cH:14]2)[c:22]2[cH:23][cH:24][c:25]([OH:28])[cH:26][cH:27]2)[CH2:2][CH2:3][CH2:4][CH2:5][CH2:6][CH2:7]1.[CH2:32]1[O:33][CH2:34][CH2:35][CH2:36]1.[CH3:37][CH2:38][OH:39].[ClH:31].[Na+:30].[OH-:29]>>[C:1]1(=[C:8]([c:9]2[cH:10][cH:11][c:12]([O:15][CH2:16][C:17](=[O:18])[OH:19])[cH:13][cH:14]2)[c:22]2[cH:23][cH:24][c:25]([OH:28])[cH:26][cH:27]2)[CH2:2][CH2:3][CH2:4][CH2:5][CH2:6][CH2:7]1. Solvent: O (water). RXN SMILES: [CH3:1][C:2]([C@H:4]1[C@@H:8]2[C@@H:9]3[C@@:22]([CH3:25])([CH2:23][CH2:24][C@@:7]2([CH2:31][OH:32])[CH2:6][CH2:5]1)[C@@:21]1([CH3:26])[C@@H:12]([C@:13]2([CH3:30])[C@@H:18]([CH2:19][CH2:20]1)[C:17]([CH3:28])([CH3:27])[C@@H:16]([OH:29])[CH2:15][CH2:14]2)[CH2:11][CH2:10]3)=[CH2:3].CC(C)=O>O>[CH3:3][C:2]([C@H:4]1[C@@H:8]2[C@@H:9]3[C@@:22]([CH3:25])([CH2:23][CH2:24][C@@:7]2([CH:31]=[O:32])[CH2:6][CH2:5]1)[C@@:21]1([CH3:26])[C@@H:12]([C@:13]2([CH3:30])[C@@H:18]([CH2:19][CH2:20]1)[C:17]([CH3:28])([CH3:27])[C:16](=[O:29])[CH2:15][CH2:14]2)[CH2:11][CH2:10]3)=[CH2:1]. Yields the product CC(=C)[C@@H]1CC[C@]2([C@H]1[C@H]3CC[C@@H]4[C@]5(CCC(=O)C([C@@H]5CC[C@]4([C@@]3(CC2)C)C)(C)C)C)C=O (Betulonic Aldehyde). Starting materials: CC(=C)[C@@H]1CC[C@]2([C@H]1[C@H]3CC[C@@H]4[C@]5(CC[C@@H](C([C@@H]5CC[C@]4([C@@]3(CC2)C)C)(C)C)O)C)CO (Betulinol), CrO3 H2SO4, CC(=O)C (acetone), CC(=C)[C@@H]1CC[C@]2([C@H]1[C@H]3CC[C@@H]4[C@]5(CC[C@@H](C([C@@H]5CC[C@]4([C@@]3(CC2)C)C)(C)C)O)C)CO (betulinol). Procedure: Betulinol was placed in a thermostated reactor, and acetone, in an amount of 100-110 ml per gram of betulinol, was added with stirring. An oxidizing mixture of CrO3/H2SO4 (molar ratio of 2:3, respectively) was then slowly poured into the reactor 20 with stirring. The reaction mixture was brought to reflux and maintained at reflux for 2.5-3 hrs. The reaction mixture was then cooled and water was added, resulting in the formation of a sediment. The sediment was filtered and recrystallized from eth... The product is COCc1cc(N(C)C(=O)OC(C)C)cc(Cl)c1OCC#N. As a reaction SMILES: [Br-:31].[CH2:32]([N+:33]([CH2:34][CH2:35][CH2:36][CH3:37])([CH2:38][CH2:39][CH2:40][CH3:41])[CH2:42][CH2:43][CH2:44][CH3:45])[CH2:46][CH2:47][CH3:48].[Cl:1][c:2]1[cH:3][c:4]([NH:15][C:16]([O:17][CH:18]([CH3:19])[CH3:20])=[O:21])[cH:5][c:6]([CH2:12][O:13][CH3:14])[c:7]1[O:8][CH2:9][C:10]#[N:11].[I:22][CH3:23].[K+:25].[O:26]1[CH2:27][CH2:28][CH2:29][CH2:30]1.[OH-:24]>>[Cl:1][c:2]1[cH:3][c:4]([N:15]([C:16]([O:17][CH:18]([CH3:19])[CH3:20])=[O:21])[CH3:23])[cH:5][c:6]([CH2:12][O:13][CH3:14])[c:7]1[O:8][CH2:9][C:10]#[N:11]. Starting materials: [Br-], CCCC[N+](CCCC)(CCCC)CCCC, COCc1cc(NC(=O)OC(C)C)cc(Cl)c1OCC#N, CI, [K+], C1CCOC1, [OH-]. Starting materials: C(C)(C)(C)OC(CCC1=CC(=C(C=C1)Cl)N)=O (tert-butyl-3-(3-amino-4-chlorophenyl)-propanoate), O (Water), ClC1=CC=C(C=C1)[C@@H](C(=O)Cl)[C@H](C(F)(F)F)C ((2S,3R)-2-(4-chlorophenyl)-4,4,4-trifluoro-3-methylbutanoyl chloride), C(C)(C)N(C(C)C)CC (N,N-diisopropylethylamine). Solvent: C1CCOC1 (THF), C(C)(=O)OCC (ethyl acetate), C1CCOC1 (THF). Conditions: temperature -10 celsius, time 1 hour. Yields the product C(C)(C)(C)OC(CCC1=CC(=C(C=C1)Cl)NC([C@@H]([C@H](C(F)(F)F)C)C1=CC=C(C=C1)Cl)=O)=O (tert-butyl-3-(4-chloro-3-{[(2S,3R)-2-(4-chlorophenyl)-4,4,4-trifluoro-3-methylbutanoyl]amino}-phenyl)propanoate). As a reaction SMILES: [Cl:1][C:2]1[CH:7]=[CH:6][C:5]([C@H:8]([C@@H:12]([CH3:17])[C:13]([F:16])([F:15])[F:14])[C:9](Cl)=[O:10])=[CH:4][CH:3]=1.C(N(CC)C(C)C)(C)C.[C:27]([O:31][C:32](=[O:43])[CH2:33][CH2:34][C:35]1[CH:40]=[CH:39][C:38]([Cl:41])=[C:37]([NH2:42])[CH:36]=1)([CH3:30])([CH3:29])[CH3:28].O>C1COCC1.C(OCC)(=O)C>[C:27]([O:31][C:32](=[O:43])[CH2:33][CH2:34][C:35]1[CH:40]=[CH:39][C:38]([Cl:41])=[C:37]([NH:42][C:9](=[O:10])[C@H:8]([C:5]2[CH:6]=[CH:7][C:2]([Cl:1])=[CH:3][CH:4]=2)[C@@H:12]([CH3:17])[C:13]([F:16])([F:15])[F:14])[CH:36]=1)([CH3:30])([CH3:28])[CH3:29]. Reported procedure: 18 g (70.38 mmol) of (2S,3R)-2-(4-chlorophenyl)-4,4,4-trifluoro-3-methylbutanoyl chloride were dissolved in 500 ml of THF, 18.4 ml (105.57 mmol) of N,N-diisopropylethylamine were added and the mixture was cooled to −10° C. 20.07 g (70.38 mmol) of tert-butyl-3-(3-amino-4-chlorophenyl)-propanoate, dissolved in 500 ml of THF, were then added slowly, while care was being taken not to exceed a reaction temperature of 0° C. during the addition. The mixture was then stirred for another 1 h. Water and e... The reactants are C(C)(C)(C)OC(=O)C(C(=O)NC1[C@@H]2N(C(=C(CS2)C=CC(=O)OC(C)(C)C)C(=O)OC(C)(C)C)C1=O)C1=CC=CC=C1 (tert-butyl 7-(2'-tert-butoxycarbonyl-2'-phenylacetamido)-3-(2'-tert-butoxycarbonylvinyl)-3-cephem-4-carboxylate), ester, NC1[C@@H]2N(C(=C(CS2)C=CC(=O)OC(C)(C)C)C(=O)OC(C)(C)C)C1=O.CC=1C=CC(=CC1)S(=O)(=O)O (tert-butyl 7-amino-3-(2'-tert-butoxycarbonylvinyl)-3-cephem-4-carboxylate p-toluene sulfonate). Product: C(=O)(O)C(C(=O)NC1[C@@H]2N(C(=C(CS2)C=CC(=O)O)C(=O)O)C1=O)C1=CC=CC=C1 (7-(2'-carboxy-2'-phenylacetamido)-3-(2'-carboxyvinyl)-3-cephem-4-carboxylic acid). Reported procedure: In a manner similar to the procedure described in Example 21, the titled acid compound was prepared from tert-butyl 7-(2'-tert-butoxycarbonyl-2'-phenylacetamido)-3-(2'-tert-butoxycarbonylvinyl)-3-cephem-4-carboxylate, which ester was prepared by acylating tert-butyl 7-amino-3-(2'-tert-butoxycarbonylvinyl)-3-cephem-4-carboxylate-p-toluene sulfonate as described in Example 6. As a reaction SMILES: C([O:5][C:6]([CH:8]([C:37]1[CH:42]=[CH:41][CH:40]=[CH:39][CH:38]=1)[C:9]([NH:11][CH:12]1[C:35](=[O:36])[N:14]2[C:15]([C:28]([O:30]C(C)(C)C)=[O:29])=[C:16]([CH:19]=[CH:20][C:21]([O:23]C(C)(C)C)=[O:22])[CH2:17][S:18][C@H:13]12)=[O:10])=[O:7])(C)(C)C.NC1C(=O)N2C(C(OC(C)(C)C)=O)=C(C=CC(OC(C)(C)C)=O)CS[C@H]12.CC1C=CC(S(O)(=O)=O)=CC=1>>[C:6]([CH:8]([C:37]1[CH:42]=[CH:41][CH:40]=[CH:39][CH:38]=1)[C:9]([NH:11][CH:12]1[C:35](=[O:36])[N:14]2[C:15]([C:28]([OH:30])=[O:29])=[C:16]([CH:19]=[CH:20][C:21]([OH:23])=[O:22])[CH2:17][S:18][C@H:13]12)=[O:10])([OH:7])=[O:5] |f:1.2|.